This data is from the Open Reaction Database (ORD), a public repository of structured organic reaction records. The task is: describe an organic reaction: reactants, conditions, products, and yield Starting materials: CS(=O)(=O)c1cc(Br)ccc1CBr, O=C1NC(=O)c2ccccc21, [K], CN(C)C=O, O. The product is CS(=O)(=O)c1cc(Br)ccc1CN1C(=O)c2ccccc2C1=O. As a reaction SMILES: [Br:1][c:2]1[cH:3][c:4]([S:10](=[O:11])(=[O:12])[CH3:13])[c:5]([CH2:8][Br:9])[cH:6][cH:7]1.[C:14]1(=[O:24])[c:15]2[c:16]([cH:20][cH:21][cH:22][cH:23]2)[C:17](=[O:19])[NH:18]1.[K:25].[O:26]=[CH:27][N:28]([CH3:29])[CH3:30].[OH2:31]>>[Br:1][c:2]1[cH:3][c:4]([S:10](=[O:11])(=[O:12])[CH3:13])[c:5]([CH2:8][N:18]2[C:14](=[O:24])[c:15]3[c:16]([cH:20][cH:21][cH:22][cH:23]3)[C:17]2=[O:19])[cH:6][cH:7]1.